describe an organic reaction: reactants, conditions, products, and yield From a dataset of the Open Reaction Database (ORD), a public repository of structured organic reaction records. Starting materials: Cc1c[nH]c(-c2cn3c(n2)-c2ccc(Br)cc2OCC3)n1, O=C([O-])[O-], CN(C)C=O, CC(C)I, [Cs+], [Cs+], O. Yields the product Cc1cn(C(C)C)c(-c2cn3c(n2)-c2ccc(Br)cc2OCC3)n1. Reaction SMILES: [Br:5][c:6]1[cH:7][c:8]2[c:9]([cH:24][cH:25]1)-[c:10]1[n:11]([cH:15][c:16](-[c:18]3[nH:19][cH:20][c:21]([CH3:23])[n:22]3)[n:17]1)[CH2:12][CH2:13][O:14]2.[C:26](=[O:27])([O-:28])[O-:29].[CH3:33][N:34]([CH3:35])[CH:36]=[O:37].[CH:1]([CH3:2])([CH3:3])[I:4].[Cs+:30].[Cs+:31].[OH2:32]>>[CH:1]([CH3:2])([CH3:3])[n:19]1[c:18](-[c:16]2[cH:15][n:11]3[c:10]([n:17]2)-[c:9]2[c:8]([cH:7][c:6]([Br:5])[cH:25][cH:24]2)[O:14][CH2:13][CH2:12]3)[n:22][c:21]([CH3:23])[cH:20]1. Reactants: CN(C)C=O (DMF), COC1=C(C=CC(=C1)CCC(=O)O)C1=CC=C(C=C1)C(=O)OC (3-(2-methoxy-4′-(methoxycarbonyl)-1,1′-biphenyl-4-yl)propanoic acid), C(C(=O)Cl)(=O)Cl (oxalyl chloride), ClCCl (dichloromethane), ClCCl (dichloromethane). Yields the product COC1=C(C=CC(=C1)CCC(=O)N1CCOCC1)C1=CC=C(C=C1)C(=O)OC (methyl 2′-methoxy-4′-(3-morpholin-4-yl-3-oxopropyl)-1,1′-biphenyl-4-carboxylate). As a reaction SMILES: [CH3:1][O:2][C:3]1[CH:8]=[C:7]([CH2:9][CH2:10][C:11]([OH:13])=O)[CH:6]=[CH:5][C:4]=1[C:14]1[CH:19]=[CH:18][C:17]([C:20]([O:22][CH3:23])=[O:21])=[CH:16][CH:15]=1.[C:24](Cl)(=[O:28])[C:25](Cl)=O.C[N:31]([CH:33]=O)C.Cl[CH2:36]Cl>>[CH3:1][O:2][C:3]1[CH:8]=[C:7]([CH2:9][CH2:10][C:11]([N:31]2[CH2:25][CH2:24][O:28][CH2:36][CH2:33]2)=[O:13])[CH:6]=[CH:5][C:4]=1[C:14]1[CH:15]=[CH:16][C:17]([C:20]([O:22][CH3:23])=[O:21])=[CH:18][CH:19]=1. Reported procedure: A solution of Example 122L (500 mg, 1.59 mmol) in dichloromethane (5 mL) was treated with 2M oxalyl chloride in dichloromethane (1 mL) and a drop of DMF, stirred for 1 hour, concentrated under vacuum, and dissolved in dichloromethane (5 mL). The mixture was treated with morpholine (0.5 mL) and the resulted slurry was filtered through silica gel (10 g). The silica gel was rinsed with ethyl acetate and concentrated. The concentrate was purified by flash column chromatography on silica gel with 30%... The reactants are O1COC2=C1C=CC(=C2)CCC(=O)O (3-Benzo[1,3]dioxol-5-yl-propionic acid), S(=O)(Cl)Cl (thionyl chloride). Yields the product O1COC2=C1C=CC(=C2)CCC(=O)Cl (3-(benzo[d][1,3]dioxol-5-yl)propanoyl chloride). As a reaction SMILES: [O:1]1[C:5]2[CH:6]=[CH:7][C:8]([CH2:10][CH2:11][C:12]([OH:14])=O)=[CH:9][C:4]=2[O:3][CH2:2]1.S(Cl)([Cl:17])=O>>[O:1]1[C:5]2[CH:6]=[CH:7][C:8]([CH2:10][CH2:11][C:12]([Cl:17])=[O:14])=[CH:9][C:4]=2[O:3][CH2:2]1. Procedure details: 3-Benzo[1,3]dioxol-5-yl-propionic acid (2.50 g, 12.9 mmol) and thionyl chloride (20 mL, 274 mmol) were heated to 79° C. for 4 h then concentrated to afford 3-(benzo[d][1,3]dioxol-5-yl)propanoyl chloride as a brown oil. 2-(2-Imidazol-1-yl-6-methyl-pyrimidin-4-yl)-2-methyl-propylamine (100 mg, 0.432 mmol) and methylene chloride (20 mL) were added and the reaction mixture stirred at rt for about 2 h. The reaction mixture was filtered, filtrate washed with K2CO3 (100 mL, sat. aq.), and the organic l... The reactants are CN(C)C=O, Fc1ccc(Cl)cc1, [H-], [Na+], O, c1c[nH]cn1. Product: Clc1ccc(-n2ccnc2)cc1. Reaction SMILES: [CH3:17][N:18]([CH3:19])[CH:20]=[O:21].[Cl:1][c:2]1[cH:3][cH:4][c:5]([F:8])[cH:6][cH:7]1.[H-:14].[Na+:15].[OH2:16].[nH:9]1[cH:10][n:11][cH:12][cH:13]1>>[Cl:1][c:2]1[cH:3][cH:4][c:5](-[n:9]2[cH:10][n:11][cH:12][cH:13]2)[cH:6][cH:7]1. Reaction SMILES: [CH3:1][O:2][CH2:3][O:4][C:5]1[CH:10]=[CH:9][CH:8]=[CH:7][C:6]=1[C:11](=O)[C:12]1[CH:17]=[CH:16][C:15]([O:18][CH3:19])=[C:14]([O:20][CH3:21])[C:13]=1COC.[Li].[C:27]([OH:31])(C)(C)C.C[C:33](C)([O-:35])C.[K+].O1CCC[CH2:39]1>CCCCC.CCOCC>[CH3:1][O:2][CH2:3][O:4][C:5]1[CH:10]=[CH:9][CH:8]=[CH:7][C:6]=1[C:11]([C:12]1[CH:17]=[CH:16][C:15]([O:18][CH3:19])=[C:14]([O:20][CH3:21])[C:13]=1[O:35][CH2:33][O:31][CH3:27])=[CH2:39] |f:3.4,^1:25|. Run at time 2.5 hour. Reactants: [Li] (lithium), COCOC1=C(C=CC=C1)C(C1=C(C(=C(C=C1)OC)OC)COC)=O (2'-methoxymethoxy-3,4-dimethoxy-2-methoxymethylbenzophenone), O1CCCC1 (tetrahydrofuran), C(C)(C)(C)O (t-butyl alcohol), CC(C)([O-])C.[K+] (potassium t-butoxide). Run in CCCCC (pentane), CCOCC (ether). The product is COCOC1=C(C=CC=C1)C(=C)C1=C(C(=C(C=C1)OC)OC)OCOC (1-(2-Methoxymethoxyphenyl)-1-(3,4-dimethoxy-2-methoxymethoxyphenyl)-ethene). Procedure details: A solution of 1.84 g (5.1 mmol) of 2'-methoxymethoxy-3,4-dimethoxy-2-methoxymethylbenzophenone in 17 ml of dry tetrahydrofuran was cooled to 0° C. and 9.1 ml of 1.0M (9.1 mmol) of trimethylsilymethyl lithium in pentane was added with stirring. After 2.5 hours, 0.38 ml (4.1 mmol) of t-butyl alcohol and 231 mg (2.0 mmol) of potassium t-butoxide were added and the mixture was heated at reflux with stirring for 4 hours. The resulting mixture was diluted with 40 ml of ether and the solution obtained ...